Dataset: the Open Reaction Database (ORD), a public repository of structured organic reaction records. Task: describe an organic reaction: reactants, conditions, products, and yield Reactants: CCOCC, CCCCCC, CO, [H][H], O, Cc1ccc(S(=O)(=O)n2ccc3c(C(=O)OCc4ccccc4)cccc32)cc1. Product: Cc1ccc(S(=O)(=O)n2ccc3c(C(=O)O)cccc32)cc1. As a reaction SMILES: [CH2:38]([O:39][CH2:40][CH3:41])[CH3:42].[CH3:32][CH2:33][CH2:34][CH2:35][CH2:36][CH3:37].[CH3:43][OH:44].[H:30][H:31].[OH2:45].[c:1]1([CH3:29])[cH:2][cH:3][c:4]([S:7](=[O:8])(=[O:9])[n:10]2[cH:11][cH:12][c:13]3[c:14]([C:19](=[O:20])[O:21][CH2:22][c:23]4[cH:24][cH:25][cH:26][cH:27][cH:28]4)[cH:15][cH:16][cH:17][c:18]23)[cH:5][cH:6]1>>[c:1]1([CH3:29])[cH:2][cH:3][c:4]([S:7](=[O:8])(=[O:9])[n:10]2[cH:11][cH:12][c:13]3[c:14]([C:19](=[O:20])[OH:21])[cH:15][cH:16][cH:17][c:18]23)[cH:5][cH:6]1. The reactants are C(C)OC(=O)C1(CC1)C1=CC=C(C=C1)C1=CC=C(C=C1)B1OC(C(O1)(C)C)(C)C (1-[4′-(4,4,5,5-tetramethyl-[1,3,2]dioxaborolan-2-yl)-biphenyl-4-yl]-cyclopropanecarboxylic acid ethyl ester), BrC1=NC=CC=C1C(CCCC1=CC=CC=C1)O (1-(2-bromo-pyridin-3-yl)-4-phenyl-butan-1-ol). The product is C(C)OC(=O)C1(CC1)C1=CC=C(C=C1)C1=CC=C(C=C1)C1=NC=CC=C1C(CCCC1=CC=CC=C1)O (1-{4′-[3-(1-Hydroxy-4-phenyl-butyl)-pyridin-2-yl]-biphenyl-4-yl}-cyclopropanecarboxylic acid ethyl ester). RXN SMILES: [CH2:1]([O:3][C:4]([C:6]1([C:9]2[CH:14]=[CH:13][C:12]([C:15]3[CH:20]=[CH:19][C:18](B4OC(C)(C)C(C)(C)O4)=[CH:17][CH:16]=3)=[CH:11][CH:10]=2)[CH2:8][CH2:7]1)=[O:5])[CH3:2].Br[C:31]1[C:36]([CH:37]([OH:47])[CH2:38][CH2:39][CH2:40][C:41]2[CH:46]=[CH:45][CH:44]=[CH:43][CH:42]=2)=[CH:35][CH:34]=[CH:33][N:32]=1>>[CH2:1]([O:3][C:4]([C:6]1([C:9]2[CH:10]=[CH:11][C:12]([C:15]3[CH:20]=[CH:19][C:18]([C:31]4[C:36]([CH:37]([OH:47])[CH2:38][CH2:39][CH2:40][C:41]5[CH:42]=[CH:43][CH:44]=[CH:45][CH:46]=5)=[CH:35][CH:34]=[CH:33][N:32]=4)=[CH:17][CH:16]=3)=[CH:13][CH:14]=2)[CH2:8][CH2:7]1)=[O:5])[CH3:2]. Procedure details: Prepared according to the procedure described in Example 5, Step 2, using the following starting materials: 1-[4′-(4,4,5,5-tetramethyl-[1,3,2]dioxaborolan-2-yl)-biphenyl-4-yl]-cyclopropanecarboxylic acid ethyl ester and 1-(2-bromo-pyridin-3-yl)-4-phenyl-butan-1-ol.